Dataset: the Open Reaction Database (ORD), a public repository of structured organic reaction records. Task: describe an organic reaction: reactants, conditions, products, and yield Starting materials: O=C([O-])[O-], Cc1ccccc1, Cl, O=[N+]([O-])c1ccccc1F, [K+], [K+], Cn1cc(C#N)c(N)n1, [Na+], [OH-]. The product is Cn1cc(C#N)c(Nc2ccccc2[N+](=O)[O-])n1. RXN SMILES: [C:20](=[O:21])([O-:22])[O-:23].[CH3:29][c:30]1[cH:31][cH:32][cH:33][cH:34][cH:35]1.[ClH:28].[F:10][c:11]1[c:12]([N+:17](=[O:18])[O-:19])[cH:13][cH:14][cH:15][cH:16]1.[K+:24].[K+:25].[NH2:1][c:2]1[n:3][n:4]([CH3:9])[cH:5][c:6]1[C:7]#[N:8].[Na+:27].[OH-:26]>>[NH:1]([c:2]1[n:3][n:4]([CH3:9])[cH:5][c:6]1[C:7]#[N:8])[c:11]1[c:12]([N+:17](=[O:18])[O-:19])[cH:13][cH:14][cH:15][cH:16]1. Starting materials: [H-].[Al+3].[Li+].[H-].[H-].[H-] (lithium aluminum hydride), C(C)OC(C(C)OC1=CC=C(C=C1)OC1=C(C=C(C=C1)Cl)Cl)=O (ethyl-α-[4-(2,4-dichlorophenoxy)phenoxy]propionate), ice water. Solvent: C(C)OCC (diethyl ether), C(C)OCC (diethyl ether). Run at time 12 hour. Yields the product ClC1=C(OC2=CC=C(OC(CO)C)C=C2)C=CC(=C1)Cl (β-[4-(2,4-Dichlorophenoxy)phenoxy]propanol). The yield is 94.5%. As a reaction SMILES: C([O:3][C:4](=O)[CH:5]([O:7][C:8]1[CH:13]=[CH:12][C:11]([O:14][C:15]2[CH:20]=[CH:19][C:18]([Cl:21])=[CH:17][C:16]=2[Cl:22])=[CH:10][CH:9]=1)[CH3:6])C.[H-].[Al+3].[Li+].[H-].[H-].[H-]>C(OCC)C>[Cl:22][C:16]1[CH:17]=[C:18]([Cl:21])[CH:19]=[CH:20][C:15]=1[O:14][C:11]1[CH:12]=[CH:13][C:8]([O:7][CH:5]([CH3:6])[CH2:4][OH:3])=[CH:9][CH:10]=1 |f:1.2.3.4.5.6|. Procedure details: 48 g of ethyl-α-[4-(2,4-dichlorophenoxy)phenoxy]propionate was dissolved in 80 ml of anhydrous diethyl ether and the solution was added dropwise to a dispersion of 5 g of lithium aluminum hydride in 200 ml of anhydrous diethyl ether while cooling. After completion of the addition, the mixture was allowed to stand for 12 hours at room temperature and then heated under refluxing for 1.5 hours to complete the reaction. The reaction mixture was poured into an appropriate amount of ice water, and the... Reactants: ClC1=NC2=CC=C(C=C2C=C1C(=O)O)Cl (2,6-dichloroquinoline-3-carboxylic acid), NC(CC1=CNC=N1)C(=O)O (DL-histidine). The product is C(=O)(O)C(CC=1N=CNC1)NC1=NC2=CC=CC=C2C=C1C(=O)O (2-[1-Carboxy-2-(1H-imidazol-4-yl)-ethylamino]-quinoline-3-carboxylic acid). Yield: 33.0%. Reaction SMILES: Cl[C:2]1[C:11]([C:12]([OH:14])=[O:13])=[CH:10][C:9]2[C:4](=[CH:5][CH:6]=[C:7](Cl)[CH:8]=2)[N:3]=1.[NH2:16][CH:17]([C:24]([OH:26])=[O:25])[CH2:18][C:19]1[N:23]=[CH:22][NH:21][CH:20]=1>>[C:24]([CH:17]([NH:16][C:2]1[C:11]([C:12]([OH:14])=[O:13])=[CH:10][C:9]2[C:4](=[CH:5][CH:6]=[CH:7][CH:8]=2)[N:3]=1)[CH2:18][C:19]1[N:23]=[CH:22][NH:21][CH:20]=1)([OH:26])=[O:25]. Reported procedure: In close analogy to the procedure described in Example 1, 2,6-dichloroquinoline-3-carboxylic acid is reacted with DL-histidine to provide the title compound in 33% yield as yellow needles (recrystallization from DMF/water). Starting materials: C(C)(=O)C1(CCOCC1)C(=O)OC (4-acetyl-4-methoxycarbonyltetrahydropyran), Cl (hydrochloric acid). Product: C(C)(=O)C1CCOCC1 (4-acetyltetrahydropyran). The yield is 89.7%. RXN SMILES: [C:1]([C:4]1(C(OC)=O)[CH2:9][CH2:8][O:7][CH2:6][CH2:5]1)(=[O:3])[CH3:2].Cl>>[C:1]([CH:4]1[CH2:9][CH2:8][O:7][CH2:6][CH2:5]1)(=[O:3])[CH3:2]. Procedure details: In a flask made of glass having an inner volume of and equipped with a stirring device, a thermometer and a reflux condenser were charged 0.38 g (2.0 mmol) of 4-acetyl-4-methoxycarbonyltetrahydropyran with a purity of 99% and synthesized in the same manner as in Reference example 1 and 2.52 ml (10 mmol) of 4 mol/l hydrochloric acid, and the mixture was reacted at 120° C. for 4 hours with stirring. After completion of the reaction, when the reaction mixture was analyzed by gas chromatography (Int... Starting materials: Cl(=O)[O-].[Na+] (sodium chlorite), O.P(=O)(O)(O)[O-].[Na+] (sodium dihydrogenphosphate monohydrate), FC1=CC=C(C=C1)C=1N=CN2C[C@@]3([C@H](CCCC3=CC21)CC(O)OC)C (2-((5aR,6R)-1-(4-fluorophenyl)-5a-methyl-5,5a,6,7,8,9-hexahydroimidazo[1,5-b]isoquinolin-6-yl)-1-methoxyethanol), CC(C)=CC (2-methylbut-2-ene), FC(C(=O)O)(F)F (trifluoroacetic acid). Procedure details: To a stirred mixture of 2-((5aR,6R)-1-(4-fluorophenyl)-5a-methyl-5,5a,6,7,8,9-hexahydroimidazo[1,5-b]isoquinolin-6-yl)-1-methoxyethanol (Example 5a, 90 mg, 0.25 mmol), 2-methylbut-2-ene (2 M in THF, 1 mL), tert-butanol (0.5 mL) and trifluoroacetic acid (0.03 mL, 0.4 mmol) was added a solution of sodium chlorite (80%, 70 mg, 0.62 mmol) and sodium dihydrogenphosphate monohydrate (80 mg, 0.58 mmol) in water (0.6 mL) at 0° C. The reaction mixture was then stirred at RT for 1.5 hr. The aqueous layer ... Yield: 229.1%. Product: FC1=CC=C(C=C1)C=1N=CN2C[C@@]3([C@H](CCCC3=CC21)CC(=O)O)C (2-((5aR,6R)-1-(4-fluorophenyl)-5a-methyl-5,5a,6,7,8,9-hexahydroimidazo[1,5-b]isoquinolin-6-yl)acetic acid). Conditions: time 1.5 hour. Reaction SMILES: [F:1][C:2]1[CH:7]=[CH:6][C:5]([C:8]2[N:9]=[CH:10][N:11]3[C:20]=2[CH:19]=[C:18]2[C@@:13]([CH3:26])([C@@H:14]([CH2:21][CH:22]([O:24]C)[OH:23])[CH2:15][CH2:16][CH2:17]2)[CH2:12]3)=[CH:4][CH:3]=1.CC(=CC)C.FC(F)(F)C(O)=O.Cl([O-])=O.[Na+].O.P([O-])(O)(O)=O.[Na+]>O.C(O)(C)(C)C>[F:1][C:2]1[CH:7]=[CH:6][C:5]([C:8]2[N:9]=[CH:10][N:11]3[C:20]=2[CH:19]=[C:18]2[C@@:13]([CH3:26])([C@@H:14]([CH2:21][C:22]([OH:24])=[O:23])[CH2:15][CH2:16][CH2:17]2)[CH2:12]3)=[CH:4][CH:3]=1 |f:3.4,5.6.7|. The solvent is O (water), C(C)(C)(C)O (tert-butanol). Yields the product ClCC1=CC=C(C(=O)N[C@@H](CCSC)C(=O)OC)C=C1 (4-(chloromethyl)-benzoylmethionine, methyl ester). Run in C(Cl)(Cl)Cl (chloroform). Run at time 12 hour. Starting materials: ClCC1=CC=C(C(=O)Cl)C=C1 (4-(chloromethyl)-benzoyl chloride), Cl.COC([C@@H](N)CCSC)=O (methionine methyl ester hydrochloride), N1=CC=CC=C1 (pyridine). As a reaction SMILES: [Cl:1][CH2:2][C:3]1[CH:11]=[CH:10][C:6]([C:7](Cl)=[O:8])=[CH:5][CH:4]=1.Cl.[CH3:13][O:14][C:15](=[O:22])[C@H:16]([CH2:18][CH2:19][S:20][CH3:21])[NH2:17].N1C=CC=CC=1>C(Cl)(Cl)Cl>[Cl:1][CH2:2][C:3]1[CH:11]=[CH:10][C:6]([C:7]([NH:17][C@H:16]([C:15]([O:14][CH3:13])=[O:22])[CH2:18][CH2:19][S:20][CH3:21])=[O:8])=[CH:5][CH:4]=1 |f:1.2|. Procedure: A mixture of 4-(chloromethyl)-benzoyl chloride (0.189 g, 1 mmol), methionine methyl ester hydrochloride (0.199 g, 1 mmol), and 0.5 ml of pyridine in 5 ml of chloroform was stirred for 12 hours. The organic solution was washed with 10% HCl, brine, and dried over MgSO4. Flash chromatography of the residue afforded 0.20 g of desired product (64%). The yield is 63.3%.